This data is from the Open Reaction Database (ORD), a public repository of structured organic reaction records. The task is: describe an organic reaction: reactants, conditions, products, and yield Reactants: Cl (hydrogen chloride), ClC1=C(C=NC2=CC=C(N=C12)OCC)C(=O)OCC (ethyl 4-chloro-6-ethoxy-1,5-naphthyridine-3-carboxylate), C(C)OC1=NC=C(C=C1)N (2-ethoxy-5-aminopyridine), C([O-])([O-])=O.[K+].[K+] (potassium carbonate). Solvent: CCOCC (Ether), IMS, C1CCOC1 (THF). Run at time 48 hour. Product: Cl.C(C)OC=1N=C2C(=C(C=NC2=CC1)C(=O)OCC)NC=1C=CC(=NC1)OCC (ethyl 6-ethoxy-4-(2-ethoxy-5-pyridylamino)-1,5-naphthyridine-3-carboxylate hydrochloride). As a reaction SMILES: [Cl:1][C:2]1[C:11]2[C:6](=[CH:7][CH:8]=[C:9]([O:12][CH2:13][CH3:14])[N:10]=2)[N:5]=[CH:4][C:3]=1[C:15]([O:17][CH2:18][CH3:19])=[O:16].[CH2:20]([O:22][C:23]1[CH:28]=[CH:27][C:26]([NH2:29])=[CH:25][N:24]=1)[CH3:21].C(=O)([O-])[O-].[K+].[K+].Cl>CCOCC.C1COCC1>[ClH:1].[CH2:13]([O:12][C:9]1[N:10]=[C:11]2[C:6](=[CH:7][CH:8]=1)[N:5]=[CH:4][C:3]([C:15]([O:17][CH2:18][CH3:19])=[O:16])=[C:2]2[NH:29][C:26]1[CH:27]=[CH:28][C:23]([O:22][CH2:20][CH3:21])=[N:24][CH:25]=1)[CH3:14] |f:2.3.4,8.9|. Procedure details: A mixture of ethyl 4-chloro-6-ethoxy-1,5-naphthyridine-3-carboxylate (2.1 g), 2-ethoxy-5-aminopyridine (1.08 g), anhydrous potassium carbonate (2.17 g) and THF (60 ml) was stirred at ambient temperature for 48 hours. The mixture was evaporated to dryness and water added to the residue. The mixture was extracted with dichloromethane to give an oily solid. This solid was dissolved in IMS (20 ml) and the solution saturated with hydrogen chloride gas while cooling in ice. Ether was added to induce p... Starting materials: N (ammonia), C1(=CC=CC=C1)C=1CCN(CC1)CCCCC1=CNC2=CC=C(C=C12)C(=O)OC (methyl 3-[4-(4-phenyl-1,2,3,6-tetrahydropyridyl)-butyl]-indole-5-carboxylate). Solvent: CN(C=O)C (dimethylformamide). Yields the product C1(=CC=CC=C1)C=1CCN(CC1)CCCCC1=CNC2=CC=C(C=C12)C(=O)N (3-[4-(4-phenyl-1,2,3,6-tetrahydropyridyl)-butyl]-indole-5-carboxamide). RXN SMILES: [NH3:1].[C:2]1([C:8]2[CH2:9][CH2:10][N:11]([CH2:14][CH2:15][CH2:16][CH2:17][C:18]3[C:26]4[C:21](=[CH:22][CH:23]=[C:24]([C:27]([O:29]C)=O)[CH:25]=4)[NH:20][CH:19]=3)[CH2:12][CH:13]=2)[CH:7]=[CH:6][CH:5]=[CH:4][CH:3]=1>CN(C)C=O>[C:2]1([C:8]2[CH2:9][CH2:10][N:11]([CH2:14][CH2:15][CH2:16][CH2:17][C:18]3[C:26]4[C:21](=[CH:22][CH:23]=[C:24]([C:27]([NH2:1])=[O:29])[CH:25]=4)[NH:20][CH:19]=3)[CH2:12][CH:13]=2)[CH:7]=[CH:6][CH:5]=[CH:4][CH:3]=1. Procedure: 0.02 mol of concentrated ammonia (D=0.9) is added dropwise at 20° to a solution of 4.18 g of methyl 3-[4-(4-phenyl-1,2,3,6-tetrahydropyridyl)-butyl]-indole-5-carboxylate in 30 ml of dimethylformamide. The mixture is stirred for a further hour at 20° and worked up in the customary manner to give 3-[4-(4-phenyl-1,2,3,6-tetrahydropyridyl)-butyl]-indole-5-carboxamide, m.p. 207°-208°.